From a dataset of the Open Reaction Database (ORD), a public repository of structured organic reaction records. describe an organic reaction: reactants, conditions, products, and yield Reactants: C(Cl)Cl (CH2Cl2), ClC=1SC(=C(N1)NC(OC(C)(C)C)=O)C#CC1=CC=C(C=C1)F (tert-butyl N-{2-chloro-5-[2-(4-fluorophenyl)ethynyl]-1,3-thiazol-4-yl}carbamate), NC1=NC=C(C=N1)B(OC(C)C(C)(C)C)[O-] (pinacolyl 2-amino-pyrimidine-5-boronate), C([O-])([O-])=O.[K+].[K+] (potassium carbonate). The reagents and catalysts are C1=CC=C(C=C1)P([C-]2C=CC=C2)C3=CC=CC=C3.C1=CC=C(C=C1)P([C-]2C=CC=C2)C3=CC=CC=C3.Cl[Pd]Cl.[Fe+2] (Pd(dppf)2Cl2). The solvent is CN(C)C=O (DMF), O (water), COCCOC (DME). Run at temperature 85 celsius, time 10 minute. Product: NC1=NC=C(C=N1)C=1SC(=C(N1)NC(OC(C)(C)C)=O)C#CC1=CC=C(C=C1)F (tert-butyl N-[2-(2-aminopyrimidin-5-yl)-5-[2-(4-fluorophenyl)ethynyl]-1,3-thiazol-4-yl]carbamate). Yield: 24.5%. As a reaction SMILES: Cl[C:2]1[S:3][C:4]([C:15]#[C:16][C:17]2[CH:22]=[CH:21][C:20]([F:23])=[CH:19][CH:18]=2)=[C:5]([NH:7][C:8](=[O:14])[O:9][C:10]([CH3:13])([CH3:12])[CH3:11])[N:6]=1.[NH2:24][C:25]1[N:30]=[CH:29][C:28](B([O-])OC(C(C)(C)C)C)=[CH:27][N:26]=1.C(=O)([O-])[O-].[K+].[K+].C(Cl)Cl>CN(C=O)C.O.COCCOC.C1C=CC(P(C2C=CC=CC=2)[C-]2C=CC=C2)=CC=1.C1C=CC(P(C2C=CC=CC=2)[C-]2C=CC=C2)=CC=1.Cl[Pd]Cl.[Fe+2]>[NH2:24][C:25]1[N:30]=[CH:29][C:28]([C:2]2[S:3][C:4]([C:15]#[C:16][C:17]3[CH:22]=[CH:21][C:20]([F:23])=[CH:19][CH:18]=3)=[C:5]([NH:7][C:8](=[O:14])[O:9][C:10]([CH3:13])([CH3:12])[CH3:11])[N:6]=2)=[CH:27][N:26]=1 |f:2.3.4,9.10.11.12|. Procedure: 705 mg (2.00 mmol) of tert-butyl N-{2-chloro-5-[2-(4-fluorophenyl)ethynyl]-1,3-thiazol-4-yl}carbamate are dissolved in a mixture of 4 ml of DMF, 2 ml of water and 8 ml of DME together with 663 mg (3.00 mmol) of pinacolyl 2-amino-pyrimidine-5-boronate, and 829 mg (6.00 mmol) of potassium carbonate and 81 mg (0.10 mmol) of Pd(dppf)2Cl2.CH2Cl2 are introduced. Argon is subsequently passed through the reaction mixture for 10 min, the vessel is sealed and heated at 85° C. for 44 h. After cooling, the ... Reactants: CC(=O)N1c2ccc(N)cc2C(C)(c2ccccc2)CC1(C)C, CCN(C(C)C)C(C)C, O=C=Nc1ccccc1, C1CCOC1. Yields the product CC(=O)N1c2ccc(NC(=O)Nc3ccccc3)cc2C(C)(c2ccccc2)CC1(C)C. RXN SMILES: [C:1]([CH3:2])(=[O:3])[N:4]1[C:5]([CH3:22])([CH3:23])[CH2:6][C:7]([CH3:15])([c:16]2[cH:17][cH:18][cH:19][cH:20][cH:21]2)[c:8]2[cH:9][c:10]([NH2:14])[cH:11][cH:12][c:13]21.[CH:33]([N:34]([CH2:35][CH3:36])[CH:37]([CH3:38])[CH3:39])([CH3:40])[CH3:41].[O:24]=[C:25]=[N:26][c:27]1[cH:28][cH:29][cH:30][cH:31][cH:32]1.[O:42]1[CH2:43][CH2:44][CH2:45][CH2:46]1>>[C:1]([CH3:2])(=[O:3])[N:4]1[C:5]([CH3:22])([CH3:23])[CH2:6][C:7]([CH3:15])([c:16]2[cH:17][cH:18][cH:19][cH:20][cH:21]2)[c:8]2[cH:9][c:10]([NH:14][C:25](=[O:24])[NH:26][c:27]3[cH:28][cH:29][cH:30][cH:31][cH:32]3)[cH:11][cH:12][c:13]21. The reactants are BrC=1C=C(C=C(C1)F)[C@@H](C(C)(C)F)C1CN(C1)[C@H](C=1C=C(C(=O)OCC)C=CC1)C1=CC=C(C=C1)Cl (ethyl 3-[(S)-{3-[(1S)-1-(3-bromo-5-fluorophenyl)-2-fluoro-2-methylpropyl]azetidin-1-yl}(4-chlorophenyl)methyl]benzoate), CN(C)C=O (DMF). The reagents and catalysts are [C-]#N.[Zn+2].[C-]#N (zinc cyanide), C=1C=CC(=CC1)/C=C/C(=O)/C=C/C2=CC=CC=C2.C=1C=CC(=CC1)/C=C/C(=O)/C=C/C2=CC=CC=C2.C=1C=CC(=CC1)/C=C/C(=O)/C=C/C2=CC=CC=C2.[Pd].[Pd] (tris(dibenzylideneacetone)dipalladium), C1=CC=C(C=C1)P([C-]2C=CC=C2)C3=CC=CC=C3.C1=CC=C(C=C1)P([C-]2C=CC=C2)C3=CC=CC=C3.[Fe+2] (DPPF). Run in O (water). Conditions: temperature 125 celsius, time 12 hour. The product is ClC1=CC=C(C=C1)[C@@H](C=1C=C(C(=O)OCC)C=CC1)N1CC(C1)[C@H](C(C)(C)F)C1=CC(=CC(=C1)F)C#N (Ethyl 3-((S)-(4-chlorophenyl){3-[(1S)-1-(3-cyano-5-fluorophenyl)-2-fluoro-2-methyl-propyl]azetidin-1-yl}methyl)benzoate). RXN SMILES: Br[C:2]1[CH:3]=[C:4]([C@H:9]([CH:14]2[CH2:17][N:16]([C@@H:18]([C:30]3[CH:35]=[CH:34][C:33]([Cl:36])=[CH:32][CH:31]=3)[C:19]3[CH:20]=[C:21]([CH:27]=[CH:28][CH:29]=3)[C:22]([O:24][CH2:25][CH3:26])=[O:23])[CH2:15]2)[C:10]([F:13])([CH3:12])[CH3:11])[CH:5]=[C:6]([F:8])[CH:7]=1.[CH3:37][N:38](C=O)C>O.[C-]#N.[Zn+2].[C-]#N.C1C=CC(/C=C/C(/C=C/C2C=CC=CC=2)=O)=CC=1.C1C=CC(/C=C/C(/C=C/C2C=CC=CC=2)=O)=CC=1.C1C=CC(/C=C/C(/C=C/C2C=CC=CC=2)=O)=CC=1.[Pd].[Pd].C1C=CC(P(C2C=CC=CC=2)[C-]2C=CC=C2)=CC=1.C1C=CC(P(C2C=CC=CC=2)[C-]2C=CC=C2)=CC=1.[Fe+2]>[Cl:36][C:33]1[CH:34]=[CH:35][C:30]([C@H:18]([N:16]2[CH2:17][CH:14]([C@@H:9]([C:4]3[CH:5]=[C:6]([F:8])[CH:7]=[C:2]([C:37]#[N:38])[CH:3]=3)[C:10]([F:13])([CH3:12])[CH3:11])[CH2:15]2)[C:19]2[CH:20]=[C:21]([CH:27]=[CH:28][CH:29]=2)[C:22]([O:24][CH2:25][CH3:26])=[O:23])=[CH:31][CH:32]=1 |f:3.4.5,6.7.8.9.10,11.12.13|. Procedure details: A mixture of 5.64 g (9.77 mmol) of ethyl 3-[(S)-{3-[(1S)-1-(3-bromo-5-fluorophenyl)-2-fluoro-2-methylpropyl]azetidin-1-yl}(4-chlorophenyl)methyl]benzoate, 700 mg (5.96 mmol) of zinc cyanide, 179 mg (0.195 mmol) of tris(dibenzylideneacetone)dipalladium, and 270 mg (0.489 mmol) of DPPF in 99 mL of DMF and 1 mL of water was degassed with N2 for 1 h at rt. Then it was stirred at 125° C. After 12 h, the reaction mixture was concentrated to remove solvents. The residue was poured into 200 mL of CH2Cl2... Starting materials: BrC1C2(OC(NC1C(C(C2O)O)O)=O)CO (9-bromo-6,7,8-trihydroxy-1-hydroxymethyl-3-oxo-2-oxa-4-azabicyclo[3.3.1]nonane), [H][H] (hydrogen). Reagents/catalysts: [Pd] (palladium black). Solvent: O (water). Conditions: time 8 hour. Product: OC1C2NC(OC(C(C1O)O)(C2)CO)=O (6,7,8-trihydroxy-1-hydroxymethyl-3-oxo-2-oxa-4-azabicyclo[3.3.1]nonane). As a reaction SMILES: Br[CH:2]1[CH:7]2[CH:8]([OH:13])[CH:9]([OH:12])[CH:10]([OH:11])[C:3]1([CH2:15][OH:16])[O:4][C:5](=[O:14])[NH:6]2.[H][H]>O.[Pd]>[OH:13][CH:8]1[CH:9]([OH:12])[CH:10]([OH:11])[C:3]2([CH2:15][OH:16])[CH2:2][CH:7]1[NH:6][C:5](=[O:14])[O:4]2. Procedure details: In 100 ml of water is dissolved 2.0 g of 9-bromo-6,7,8-trihydroxy-1-hydroxymethyl-3-oxo-2-oxa-4-azabicyclo[3.3.1]nonane, and 400 mg of palladium black is added to the solution, followed by stirring for 8 hours in a stream of hydrogen at room temperature. The catalyst is filtered off and washed with water. The filtrate and washings are combined, adjusted to pH 6 by adding a saturated aqueous solution of sodium hydrogen carbonate, and concentrated under reduced pressure. The residue is chromatogra... Reactants: [H-].[H-].[H-].[H-].[Li+].[Al+3] (LAH), C(C)(C)(C)OC(=O)N(CCCCN(C)C)CCC#N (N-(tert-butoxycarbonyl)-N-(2-cyanoethyl)--N',N'-dimethyl-1,4-diaminobutane). The solvent is CCOCC (ether), CCOCC (ether). Conditions: temperature 0 celsius. The product is NCCCN(CCCCN(C)C)C(=O)OC(C)(C)C (N-(3-aminopropyl)--N-(tert-butoxycarbonyl)-N',N'-dimethyl-1,4-diaminobutane). The yield is 58.7%. Reaction SMILES: [H-].[H-].[H-].[H-].[Li+].[Al+3].[C:7]([O:11][C:12]([N:14]([CH2:22][CH2:23][C:24]#[N:25])[CH2:15][CH2:16][CH2:17][CH2:18][N:19]([CH3:21])[CH3:20])=[O:13])([CH3:10])([CH3:9])[CH3:8]>CCOCC>[NH2:25][CH2:24][CH2:23][CH2:22][N:14]([C:12]([O:11][C:7]([CH3:10])([CH3:9])[CH3:8])=[O:13])[CH2:15][CH2:16][CH2:17][CH2:18][N:19]([CH3:20])[CH3:21] |f:0.1.2.3.4.5|. Procedure details: To a solution of LAH (0.62 mg, 16.30 mmol) in anhydrous ether (100 ml) was added N-(tert-butoxycarbonyl)--N-(2-cyanoethyl)-N',N'-dimethyl-1,4-diaminobutane 324 (2.22 g, 8.10 mmol) in anhydrous ether (50 ml) at 0° C. The mixture was stirred at 0° C. for thirty minutes. The excess LAH was quenched with 1N NaOH at 0° C., and the resulting suspension was filtered through Celite and washed with ether. The combined ether layers were washed with brine, dried over MgSO4, and concentrated in vacuo to yie...